Dataset: the Open Reaction Database (ORD), a public repository of structured organic reaction records. Task: describe an organic reaction: reactants, conditions, products, and yield The reactants are C(C1=CC=CC=C1)OC(=O)NC1CC(C2=CC=CC=C2C1)=CC(=O)OCC (3-benzyloxycarbonylamino-1-carboethoxymethylene-1,2,3,4-tetrahydronaphthalene). Reagents/catalysts: [Pd] (palladium on carbon). Run in C(C)O (ethanol). Yields the product NC1CC(C2=CC=CC=C2C1)CC(=O)OCC (3-Amino-1-carboethoxymethyl-1,2,3,4-tetrahydronaphthalene). Isolated yield 85.4%. As a reaction SMILES: C(OC([NH:11][CH:12]1[CH2:21][C:20]2[C:15](=[CH:16][CH:17]=[CH:18][CH:19]=2)[C:14](=[CH:22][C:23]([O:25][CH2:26][CH3:27])=[O:24])[CH2:13]1)=O)C1C=CC=CC=1>C(O)C.[Pd]>[NH2:11][CH:12]1[CH2:21][C:20]2[C:15](=[CH:16][CH:17]=[CH:18][CH:19]=2)[CH:14]([CH2:22][C:23]([O:25][CH2:26][CH3:27])=[O:24])[CH2:13]1. Procedure details: To a solution of 3-benzyloxycarbonylamino-1-carboethoxymethylene-1,2,3,4-tetrahydronaphthalene (2.7:1 stereoisomeric mixture, 55 mg) in ethanol (2 mL) stirring at room temperature was added 10% palladium on carbon (6 mg). The reaction mixture was hydrogenated (balloon) for 3 d. At the conclusion of this period, the reaction mixture was filtered through Celite® and evaporated under vacuum to obtain the title compound (30 mg) as a cis-trans mixture which was inseparable by HPLC. The reactants are S1CCSC(=C1)C(C(=O)O)=NOC (2-(2,3-Dihydro-1,4-dithiin-5-yl)-2-methoxyiminoacetic acid), NC1[C@@H]2N(C(=C(CS2)CSC2=NN=NN2C)C(=O)O)C1=O (7-amino-3-(1-methyl-1H-tetrazol-5-yl)thiomethyl-3-cephem-4-carboxylic acid). Product: S1CCSC(=C1)C(C(=O)NC1[C@@H]2N(C(=C(CS2)CSC2=NN=NN2C)C(=O)O)C1=O)=NOC (7-[2-(2,3-Dihydro-1,4-dithiin-5-yl)-2-methoxyiminoacetamido]-3-(1-methyl-1H-tetrazol-5yl)thiomethyl-3-cephem-4-carboxylic acid). RXN SMILES: [S:1]1[CH:6]=[C:5]([C:7](=[N:11][O:12][CH3:13])[C:8]([OH:10])=O)[S:4][CH2:3][CH2:2]1.[NH2:14][CH:15]1[C:33](=[O:34])[N:17]2[C:18]([C:30]([OH:32])=[O:31])=[C:19]([CH2:22][S:23][C:24]3[N:28]([CH3:29])[N:27]=[N:26][N:25]=3)[CH2:20][S:21][C@H:16]12>>[S:1]1[CH:6]=[C:5]([C:7](=[N:11][O:12][CH3:13])[C:8]([NH:14][CH:15]2[C:33](=[O:34])[N:17]3[C:18]([C:30]([OH:32])=[O:31])=[C:19]([CH2:22][S:23][C:24]4[N:28]([CH3:29])[N:27]=[N:26][N:25]=4)[CH2:20][S:21][C@H:16]23)=[O:10])[S:4][CH2:3][CH2:2]1. Procedure details: 2-(2,3-Dihydro-1,4-dithiin-5-yl)-2-methoxyiminoacetic acid (syn isomer, 1.2 g.) was allowed to react with 7-amino-3-(1-methyl-1H-tetrazol-5-yl)thiomethyl-3-cephem-4-carboxylic acid (1.65 g.) in a similar manner to that of Example 1 to give the captioned compound (2.1 g.), pale yellowish white powder. The reactants are C1CCOC1, [N-]=[N+]=NC1CC2CN(c3ccc(OC(F)(F)F)cc3)C(=O)N2C1. Product: NC1CC2CN(c3ccc(OC(F)(F)F)cc3)C(=O)N2C1. RXN SMILES: [CH2:24]1[O:25][CH2:26][CH2:27][CH2:28]1.[N:1](=[N+:2]=[N-:3])[CH:4]1[CH2:5][CH:6]2[N:7]([C:8](=[O:22])[N:9]([c:11]3[cH:12][cH:13][c:14]([O:17][C:18]([F:19])([F:20])[F:21])[cH:15][cH:16]3)[CH2:10]2)[CH2:23]1>>[NH2:1][CH:4]1[CH2:5][CH:6]2[N:7]([C:8](=[O:22])[N:9]([c:11]3[cH:12][cH:13][c:14]([O:17][C:18]([F:19])([F:20])[F:21])[cH:15][cH:16]3)[CH2:10]2)[CH2:23]1. Starting materials: CC=1C=C(C=CC1)C1=CC=C(C=C1)/C(=C/C(=O)[O-])/C ((E)-3-(3′-Methyl-biphenyl-4-yl)-but-2-enoate), CC(C)C[AlH]CC(C)C (DIBAL-H). Product: CC=1C=C(C=CC1)C1=CC=C(C=C1)/C(=C/CO)/C ((E)-3-(3′-methyl-biphenyl-4-yl)-but-2-en-1-ol). RXN SMILES: [CH3:1][C:2]1[CH:3]=[C:4]([C:8]2[CH:13]=[CH:12][C:11](/[C:14](/[CH3:19])=[CH:15]/[C:16]([O-])=[O:17])=[CH:10][CH:9]=2)[CH:5]=[CH:6][CH:7]=1.CC(C[AlH]CC(C)C)C>>[CH3:1][C:2]1[CH:3]=[C:4]([C:8]2[CH:13]=[CH:12][C:11](/[C:14](/[CH3:19])=[CH:15]/[CH2:16][OH:17])=[CH:10][CH:9]=2)[CH:5]=[CH:6][CH:7]=1. Procedure: (E)-3-(3′-Methyl-biphenyl-4-yl)-but-2-enoate (0.74 g, 2.64 mmol) was reduced with DIBAL-H by a procedure analogous to that described in example 52 b to give (E)-3-(3′-methyl-biphenyl-4-yl)-but-2-en-1-ol as a colourless solid; 0.63 g (85%). The reactants are CN1C=C(C=C1C(=O)NC2=CN(C(=C2)C(=O)NC3=CN(C(=C3)C(=O)NCCC(=N)N)C)C)NC=O (distamycin A), C1(CCC(=O)O1)=O (succinic anhydride), C(=O)([O-])[O-].[K+].[K+] (K2CO3). The solvent is CN(C)C=O (DMF). Conditions: temperature 60 celsius. Yields the product CN1C(=CC(=C1)NC(=O)C=1N(C=C(C1)NC(=O)C=1N(C=C(C1)NC=O)C)C)C(=O)NCCC#N (3-[1-methyl-4[1-methyl-4[1-methyl-4-formamidopyrrole-2-carboxamido]pyrrole-2-carboxamido]pyrrole-2-carboxamido]propionitrile). Isolated yield 77749.9%. As a reaction SMILES: [CH3:1][N:2]1[C:6]([C:7]([NH:9][C:10]2[CH:14]=[C:13]([C:15]([NH:17][C:18]3[CH:22]=[C:21]([C:23]([NH:25][CH2:26][CH2:27][C:28](N)=[NH:29])=[O:24])[N:20]([CH3:31])[CH:19]=3)=[O:16])[N:12]([CH3:32])[CH:11]=2)=[O:8])=[CH:5][C:4]([NH:33][CH:34]=[O:35])=[CH:3]1.C1(=O)OC(=O)CC1.C([O-])([O-])=O.[K+].[K+]>CN(C=O)C>[CH3:31][N:20]1[CH:19]=[C:18]([NH:17][C:15]([C:13]2[N:12]([CH3:32])[CH:11]=[C:10]([NH:9][C:7]([C:6]3[N:2]([CH3:1])[CH:3]=[C:4]([NH:33][CH:34]=[O:35])[CH:5]=3)=[O:8])[CH:14]=2)=[O:16])[CH:22]=[C:21]1[C:23]([NH:25][CH2:26][CH2:27][C:28]#[N:29])=[O:24] |f:2.3.4|. Reported procedure: To a solution of 1 g of distamycin A in 20 ml DMF were added 550 mg of succinic anhydride and 950 mg of K2CO3. The solution was heated at 60° C. for 3 hours then evaporated to dryness and the crude residue was purified by flash chromatography (methylene chloride/methanol: 9/1) to give 750 g of 3-[1-methyl-4[1-methyl-4[1-methyl-4-formamidopyrrole-2-carboxamido]pyrrole-2-carboxamido]pyrrole-2-carboxamido]propionitrile which was dissolved in 20 ml of methanol and added of 5 ml of HCl 2N. The soluti... The reactants are O (water), CC1=C(C=CC(=C1)C1=NC(=NO1)C=1C=CC(=NC1)CO)C1=C(C=CC=C1)C(F)(F)F ((5-(5-(2-methyl-2′-(trifluoromethyl)biphenyl-4-yl)-1,2,4-oxadiazol-3-yl)pyridin-2-yl)methanol), CCN(C(C)C)C(C)C (DIEA), CS(=O)(=O)Cl (methanesulfonyl chloride). The solvent is C(Cl)Cl (DCM). Conditions: time 1 hour. Product: ClCC1=NC=CC(=C1)C1=NOC(=N1)C1=CC(=C(C=C1)C1=C(C=CC=C1)C(F)(F)F)C (3-(2-(chloromethyl)pyridin-4-yl)-5-(2-methyl-2′-(trifluoromethyl)biphenyl-4-yl)-1,2,4-oxadiazole). The yield is 73.2%. As a reaction SMILES: [CH3:1][C:2]1[CH:7]=[C:6]([C:8]2[O:12][N:11]=[C:10]([C:13]3C=CC(CO)=NC=3)[N:9]=2)[CH:5]=[CH:4][C:3]=1[C:21]1[CH:26]=[CH:25][CH:24]=[CH:23][C:22]=1[C:27]([F:30])([F:29])[F:28].CC[N:33]([CH:37]([CH3:39])[CH3:38])[CH:34]([CH3:36])C.CS([Cl:44])(=O)=O.O>C(Cl)Cl>[Cl:44][CH2:39][C:37]1[CH:38]=[C:13]([C:10]2[N:9]=[C:8]([C:6]3[CH:5]=[CH:4][C:3]([C:21]4[CH:26]=[CH:25][CH:24]=[CH:23][C:22]=4[C:27]([F:30])([F:29])[F:28])=[C:2]([CH3:1])[CH:7]=3)[O:12][N:11]=2)[CH:36]=[CH:34][N:33]=1. Procedure: To a solution of (5-(5-(2-methyl-2′-(trifluoromethyl)biphenyl-4-yl)-1,2,4-oxadiazol-3-yl)pyridin-2-yl)methanol (0.103 g; 0.28 mmol) and DIEA (0.087 mL; 0.50 mmol) in DCM (2.5 mL) was added methanesulfonyl chloride (0.021 mL; 0.27 mmol). The mixture was stirred at ambient temperature for 1 hour and water added. The mixture was passed through a hydrophobic frit and the solvent was evaporated in vacuo. The residue was purified by flash chromatography on silica, eluting with iso-hexane/EtOAc (100% i... Reactants: FC1=CC(=C(C=C1)CN)C(F)(F)F ({[4-fluoro-2-(trifluoromethyl)phenyl]methyl}amine), ClC1=C(C=CC(=C1)F)CNC([C@H]1N(C(CC1)=O)CC)=O (N-[(2-chloro-4-fluorophenyl)methyl]-1-ethyl-5-oxoprolinamide), CN1[C@H](C(=O)O)CCC1=O (1-methyl-5-oxoproline), ClC1=C(CN)C=CC(=C1)F (2-chloro-4-fluorobenzylamine), C(C)N1[C@H](C(=O)O)CCC1=O (1-ethyl-5-oxoproline). Yields the product FC1=CC(=C(C=C1)CNC([C@H]1N(C(CC1)=O)C)=O)C(F)(F)F (N-{[4-fluoro-2-(trifluoromethyl)phenyl]methyl}-1-methyl-5-oxoprolinamide). RXN SMILES: Cl[C:2]1[CH:7]=[C:6]([F:8])[CH:5]=[CH:4][C:3]=1[CH2:9][NH:10][C:11](=[O:20])[C@@H:12]1[CH2:16][CH2:15][C:14](=[O:17])[N:13]1[CH2:18]C.CN1C(=O)CC[C@H]1C(O)=O.C(N1C(=O)CC[C@H]1C(O)=O)C.FC1C=CC(CN)=C([C:51]([F:54])([F:53])[F:52])C=1.ClC1C=C(F)C=CC=1CN>>[F:8][C:6]1[CH:5]=[CH:4][C:3]([CH2:9][NH:10][C:11](=[O:20])[C@@H:12]2[CH2:16][CH2:15][C:14](=[O:17])[N:13]2[CH3:18])=[C:2]([C:51]([F:54])([F:53])[F:52])[CH:7]=1. Procedure details: N-{[4-fluoro-2-(trifluoromethyl)phenyl]methyl}-1-methyl-5-oxoprolinamide was prepared in a manner analogous to that described above for the synthesis of N-[(2-chloro-4-fluorophenyl)methyl]-1-ethyl-5-oxoprolinamide (Example 70) but 1-methyl-5-oxoproline (prepared as describe below) was substituted for 1-ethyl-5-oxoproline and {[4-fluoro-2-(trifluoromethyl)phenyl]methyl}amine was substituted for 2-chloro-4-fluorobenzylamine. Starting materials: C1=CC=CC1 (cyclopentadiene), C1(\C=C/C(=O)O1)=O (maleic anhydride), C(C)O (ethanol). The solvent is O1CCCC1 (tetrahydrofuran). Product: COC(=O)C1C2CC(C1C(=O)O)C=C2 (mono-methyl cis-5-norbornene-endo-2, 3-dicarboxylate). Yield: 79.6%. Reaction SMILES: [CH:1]1[CH2:5][CH:4]=[CH:3][CH:2]=1.[C:6]1(=[O:12])[O:11][C:9](=[O:10])[CH:8]=[CH:7]1.[CH2:13]([OH:15])C>O1CCCC1>[CH3:13][O:15][C:9]([CH:8]1[CH:7]([C:6]([OH:11])=[O:12])[CH:4]2[CH:5]=[CH:1][CH:2]1[CH2:3]2)=[O:10]. Reported procedure: In a reactor, cyclopentadiene (66 g) was charged, and tetrahydrofuran solvent (500 g) and maleic anhydride (98 g) were added thereto, and the mixture was stirred homogeneously. To the reaction mixture, pure ethanol (500 g) was added and the reaction was carried out with stirring at 50° C. for 8 hours. when the reaction was completed, the solvent was removed by using a rotary evaporator, and the residue was distilled under reduced pressure to obtain 156 g (yield: 87%) of mono-methyl cis-5-norborn...